Task: describe an organic reaction: reactants, conditions, products, and yield. Dataset: the Open Reaction Database (ORD), a public repository of structured organic reaction records The reactants are CN1C=NS(C2=C1C=C(C=N2)C)(=O)=O (4,6-DIMETHYL-4H-PYRIDO[3,2-e][1,2,4]THIADIAZINE 1,1-DIOXIDE), [BH4-].[Na+] (sodium borohydride). Solvent: 1/1, C(C)(C)O.C(Cl)(Cl)Cl (isopropanol chloroform). Reaction conditions: time 30 minute. The product is CN1CNS(C2=C1C=C(C=N2)C)(=O)=O (4,6-DIMETHYL-2,3-DIHYDRO-4H-PYRIDO[3,2-e][1,2,4]THIADIAZINE 1,1-DIOXIDE). RXN SMILES: [CH3:1][N:2]1[C:7]2[CH:8]=[C:9]([CH3:12])[CH:10]=[N:11][C:6]=2[S:5](=[O:14])(=[O:13])[N:4]=[CH:3]1.[BH4-].[Na+]>C(O)(C)C.C(Cl)(Cl)Cl>[CH3:1][N:2]1[C:7]2[CH:8]=[C:9]([CH3:12])[CH:10]=[N:11][C:6]=2[S:5](=[O:14])(=[O:13])[NH:4][CH2:3]1 |f:1.2,3.4|. Procedure: A solution of 0.5 g of 4,6-dimethyl-4H- pyrido[3,2-e][1,2,4]thiadiazine 1,1-dioxide (Example 76) in 25 cm3 of a 1/1 isopropanol/chloroform mixture is treated, in small portions, with 0.4 g of sodium borohydride with good stirring and under an inert atmosphere. After 30 minutes at ambient temperature, the excess borohydride is destroyed by addition of a few drops of acetic acid and the solvent is removed under reduced pressure. The residue is taken up in 10 cm3 of water and the pH of the mixture ... The reactants are CCC(C)Oc1ccc(O)cc1, [H-], [Na+], CN(C)C=O, O, CS(=O)(=O)OCC1=COc2ccccc2O1. Yields the product CCC(C)Oc1ccc(OCC2=COc3ccccc3O2)cc1. As a reaction SMILES: [CH3:3][CH:4]([CH2:5][CH3:6])[O:7][c:8]1[cH:9][cH:10][c:11]([OH:14])[cH:12][cH:13]1.[H-:1].[Na+:2].[O:32]=[CH:33][N:34]([CH3:35])[CH3:36].[OH2:31].[S:15]([O:16][CH2:20][C:21]1=[CH:22][O:23][c:24]2[c:25]([cH:27][cH:28][cH:29][cH:30]2)[O:26]1)([CH3:17])(=[O:18])=[O:19]>>[CH3:3][CH:4]([CH2:5][CH3:6])[O:7][c:8]1[cH:9][cH:10][c:11]([O:14][CH2:20][C:21]2=[CH:22][O:23][c:24]3[c:25]([cH:27][cH:28][cH:29][cH:30]3)[O:26]2)[cH:12][cH:13]1. Starting materials: BrCC1=CC(=C(C(=O)OCC)C=C1)Cl (ethyl 4-(bromomethyl)-2-chlorobenzoate), [C-]#N.[K+] (potassium cyanide), C(C)O (ethanol). The solvent is O (water), O (water). Yields the product ClC1=C(C(=O)OCC)C=CC(=C1)CC#N (Ethyl 2-Chloro-4-(cyanomethyl)benzoate). The yield is 16.0%. RXN SMILES: Br[CH2:2][C:3]1[CH:13]=[CH:12][C:6]([C:7]([O:9][CH2:10][CH3:11])=[O:8])=[C:5]([Cl:14])[CH:4]=1.[C-:15]#[N:16].[K+].C(O)C>O>[Cl:14][C:5]1[CH:4]=[C:3]([CH2:2][C:15]#[N:16])[CH:13]=[CH:12][C:6]=1[C:7]([O:9][CH2:10][CH3:11])=[O:8] |f:1.2|. Reported procedure: 3.1 g (11.2 mmol) of ethyl 4-(bromomethyl)-2-chlorobenzoate are added dropwise to a solution composed of 0.94 g (14.3 mmol) of potassium cyanide, 3.75 ml of water and 8.8 ml of ethanol, heated under reflux. After refluxing for 3 hours, the medium is poured over 200 ml of water, and extracted with ethyl acetate. The organic phase is washed with a dilute HCl solution and then with water saturated with NaCl. The oil obtained after concentration of the organic phase is purified by flash chromatograp... Starting materials: equimolar mixture, stainless steel, OC[C@H]1O[C@@H](OC1)CCC (trans-4-hydroxymethyl-2-propyl-1,3-dioxolane), OC1COC(OC1)CCC (5-hydroxy-2-propyl-1,3-dioxane). Reagents/catalysts: [Pd] (Pd/C). Solvent: OCC(O)CO (glycerin). Conditions: temperature 200 celsius, time 2 hour. Product: C(CCC)OCC(CO)O (3-butoxy-1,2-propanediol). As a reaction SMILES: [OH:1][CH2:2][C@@H:3]1[CH2:7][O:6][C@@H:5]([CH2:8][CH2:9][CH3:10])[O:4]1.OC1COC(CCC)OC1>[Pd].OCC(CO)O>[CH2:5]([O:6][CH2:7][CH:3]([OH:4])[CH2:2][OH:1])[CH2:8][CH2:9][CH3:10]. Procedure: 16.6 g of an equimolar mixture of cis/trans-4-hydroxymethyl-2-propyl-1,3-dioxolane and 5-hydroxy-2-propyl-1,3-dioxane were combined with 100 g of glycerin (glycerol) in a 300 mL stainless steel autoclave. 2.0 g of 5% Pd/C catalyst were added and the autoclave was sealed. The reactor was heated to 200° C. The reactor was then brought to an operating pressure of 6.89 MPa and stirring commenced at 750 rpm. Pressure was maintained through the duration of the experiment. After 2 h, the autoclave was ... The reactants are CCOC(=O)C=CC(C)(C)COC1CCCCO1, CCO, [H][H]. Yields the product CCOC(=O)CCC(C)(C)COC1CCCCO1. Reaction SMILES: [CH3:1][C:2]([CH:3]=[CH:4][C:5](=[O:6])[O:7][CH2:8][CH3:9])([CH2:10][O:11][CH:12]1[O:13][CH2:14][CH2:15][CH2:16][CH2:17]1)[CH3:18].[CH3:21][CH2:22][OH:23].[H:19][H:20]>>[CH3:1][C:2]([CH2:3][CH2:4][C:5](=[O:6])[O:7][CH2:8][CH3:9])([CH2:10][O:11][CH:12]1[O:13][CH2:14][CH2:15][CH2:16][CH2:17]1)[CH3:18].